This data is from the Open Reaction Database (ORD), a public repository of structured organic reaction records. The task is: describe an organic reaction: reactants, conditions, products, and yield Yield: 95.6%. Solvent: O (water). Conditions: time 2.5 hour. Starting materials: FC(C(=O)O)(F)F (trifluoroacetic acid), C(O)([O-])=O.[Na+] (sodium hydrogencarbonate), C(C1=CC=CC=C1)OC(=O)NC1(CC1)C1=C(C=C2C(C(=CN(C2=C1F)[C@H](CN(C)C(=O)OC(C)(C)C)C)C(=O)OCC)=O)F (ethyl (S)-7-(1-benzyloxycarbonylaminocyclopropyl)-6,8-difluoro-1-[2-(N-tert-butoxycarbonyl-N-methylamino)-1-methylethyl]-1,4-dihydro-4-oxo-3-quinolinecarboxylate), C(C)(=O)OCC (ethyl acetate). RXN SMILES: FC(F)(F)C(O)=O.[CH2:8]([O:15][C:16]([NH:18][C:19]1([C:22]2[C:31]([F:32])=[C:30]3[C:25]([C:26](=[O:50])[C:27]([C:45]([O:47][CH2:48][CH3:49])=[O:46])=[CH:28][N:29]3[C@@H:33]([CH3:44])[CH2:34][N:35](C(OC(C)(C)C)=O)[CH3:36])=[CH:24][C:23]=2[F:51])[CH2:21][CH2:20]1)=[O:17])[C:9]1[CH:14]=[CH:13][CH:12]=[CH:11][CH:10]=1.C(OCC)(=O)C.C(=O)([O-])O.[Na+]>O>[CH2:8]([O:15][C:16]([NH:18][C:19]1([C:22]2[C:31]([F:32])=[C:30]3[C:25]([C:26](=[O:50])[C:27]([C:45]([O:47][CH2:48][CH3:49])=[O:46])=[CH:28][N:29]3[C@@H:33]([CH3:44])[CH2:34][NH:35][CH3:36])=[CH:24][C:23]=2[F:51])[CH2:21][CH2:20]1)=[O:17])[C:9]1[CH:14]=[CH:13][CH:12]=[CH:11][CH:10]=1 |f:3.4|. Procedure details: To 2 ml of trifluoroacetic acid was added, with ice-cooling, 300 mg of ethyl (S)-7-(1-benzyloxycarbonylaminocyclopropyl)-6,8-difluoro-1-[2-(N-tert-butoxycarbonyl-N-methylamino)-1-methylethyl]-1,4-dihydro-4-oxo-3-quinolinecarboxylate. The resulting mixture was stirred at the same temperature for 2.5 hours. The reaction mixture was concentrated under reduced pressure. To the residue obtained were added 20 ml of ethyl acetate and 10 ml of water in this order. The resulting mixture was adjusted to p... The product is C(C1=CC=CC=C1)OC(=O)NC1(CC1)C1=C(C=C2C(C(=CN(C2=C1F)[C@H](CNC)C)C(=O)OCC)=O)F (ethyl (S)-7-(1-benzyloxycarbonylaminocyclopropyl)-6,8-difluoro-1-[2-(N-methylamino)-1methylethyl]-1,4-dihydro-4-oxo-3-quinolinecarboxylate).